This data is from the Open Reaction Database (ORD), a public repository of structured organic reaction records. The task is: describe an organic reaction: reactants, conditions, products, and yield Reactants: CS(C)=O, Clc1ccc2ccccc2n1, [H-], [Na+], CNCCC(O)c1ccccc1. Product: CNCCC(Oc1ccc2ccccc2n1)c1ccccc1. Reaction SMILES: [CH3:26][S:27]([CH3:28])=[O:29].[Cl:15][c:16]1[n:17][c:18]2[cH:19][cH:20][cH:21][cH:22][c:23]2[cH:24][cH:25]1.[H-:13].[Na+:14].[OH:1][CH:2]([CH2:3][CH2:4][NH:5][CH3:6])[c:7]1[cH:8][cH:9][cH:10][cH:11][cH:12]1>>[O:1]([CH:2]([CH2:3][CH2:4][NH:5][CH3:6])[c:7]1[cH:8][cH:9][cH:10][cH:11][cH:12]1)[c:16]1[n:17][c:18]2[cH:19][cH:20][cH:21][cH:22][c:23]2[cH:24][cH:25]1. Starting materials: O=C1CCC(=O)N1Br, COC(=O)c1ccc(C)c([N+](=O)[O-])c1, ClC(Cl)(Cl)Cl, N#CC1(N=NC2(C#N)CCCCC2)CCCCC1. Yields the product COC(=O)c1ccc(CBr)c([N+](=O)[O-])c1. RXN SMILES: [Br:15][N:16]1[C:17](=[O:18])[CH2:19][CH2:20][C:21]1=[O:22].[CH3:1][O:2][C:3]([c:4]1[cH:5][c:6]([N+:11](=[O:12])[O-:13])[c:7]([CH3:10])[cH:8][cH:9]1)=[O:14].[Cl:41][C:42]([Cl:43])([Cl:44])[Cl:45].[N:23]([C:24]1([C:25]#[N:26])[CH2:27][CH2:28][CH2:29][CH2:30][CH2:31]1)=[N:32][C:33]1([C:34]#[N:35])[CH2:36][CH2:37][CH2:38][CH2:39][CH2:40]1>>[CH3:1][O:2][C:3]([c:4]1[cH:5][c:6]([N+:11](=[O:12])[O-:13])[c:7]([CH2:10][Br:15])[cH:8][cH:9]1)=[O:14]. The reactants are C[NH+](CCOC1COc2ccccc2-c2c(C3CCCCC3)c3ccc(C(=O)O)cc3n2C1)Cc1ccccc1, ClCCCl, COC(CN(C)S(N)(=O)=O)OC, CN(C)c1ccncc1, CCOC(C)=O, [Cl-], ClCCl. Product: COC(CN(C)S(=O)(=O)NC(=O)c1ccc2c(C3CCCCC3)c3n(c2c1)CC(OCCN(C)Cc1ccccc1)COc1ccccc1-3)OC. RXN SMILES: [CH2:2]([c:3]1[cH:4][cH:5][cH:6][cH:7][cH:8]1)[NH+:9]([CH2:10][CH2:11][O:12][CH:13]1[CH2:14][O:15][c:16]2[c:17]([cH:37][cH:38][cH:39][cH:40]2)-[c:18]2[n:19]([c:21]3[cH:22][c:23]([C:34](=[O:35])[OH:36])[cH:24][cH:25][c:26]3[c:27]2[CH:28]2[CH2:29][CH2:30][CH2:31][CH2:32][CH2:33]2)[CH2:20]1)[CH3:41].[CH2:42]([Cl:43])[CH2:44][Cl:45].[CH3:46][O:47][CH:48]([CH2:49][N:50]([S:51](=[O:52])(=[O:53])[NH2:54])[CH3:55])[O:56][CH3:57].[CH3:58][N:59]([c:60]1[cH:61][cH:62][n:63][cH:64][cH:65]1)[CH3:66].[CH3:70][CH2:71][O:72][C:73]([CH3:74])=[O:75].[Cl-:1].[Cl:67][CH2:68][Cl:69]>>[CH2:2]([c:3]1[cH:4][cH:5][cH:6][cH:7][cH:8]1)[N:9]([CH2:10][CH2:11][O:12][CH:13]1[CH2:14][O:15][c:16]2[c:17]([cH:37][cH:38][cH:39][cH:40]2)-[c:18]2[n:19]([c:21]3[cH:22][c:23]([C:34](=[O:35])[NH:54][S:51]([N:50]([CH2:49][CH:48]([O:47][CH3:46])[O:56][CH3:57])[CH3:55])(=[O:52])=[O:53])[cH:24][cH:25][c:26]3[c:27]2[CH:28]2[CH2:29][CH2:30][CH2:31][CH2:32][CH2:33]2)[CH2:20]1)[CH3:41]. The reactants are COc1cnc(N2CCOCC2)c2sc(N)nc12, O=C(Cl)Oc1ccccc1, ClCCl, C1CCOC1, c1ccncc1. Yields the product COc1cnc(N2CCOCC2)c2sc(NC(=O)Oc3ccccc3)nc12. RXN SMILES: [CH3:1][O:2][c:3]1[c:4]2[c:5]([c:6]([N:9]3[CH2:10][CH2:11][O:12][CH2:13][CH2:14]3)[n:7][cH:8]1)[s:15][c:16]([NH2:18])[n:17]2.[Cl:25][C:26](=[O:27])[O:28][c:29]1[cH:30][cH:31][cH:32][cH:33][cH:34]1.[Cl:35][CH2:36][Cl:37].[O:38]1[CH2:39][CH2:40][CH2:41][CH2:42]1.[cH:19]1[cH:20][cH:21][n:22][cH:23][cH:24]1>>[CH3:1][O:2][c:3]1[c:4]2[c:5]([c:6]([N:9]3[CH2:10][CH2:11][O:12][CH2:13][CH2:14]3)[n:7][cH:8]1)[s:15][c:16]([NH:18][C:26](=[O:27])[O:28][c:29]1[cH:30][cH:31][cH:32][cH:33][cH:34]1)[n:17]2. Reactants: O (water), [N+](=O)([O-])C=1C=C2C=3CCCCC3NC2=CC1 (6-nitro-2,3,4,9-tetrahydro-1H-carbazole), C([O-])([O-])=O.[K+].[K+] (potassium carbonate), BrCC(C)C (1-bromo-2-methylpropane). The solvent is CN(C)C=O (DMF). Run at temperature 70 celsius, time 14 hour. Yields the product C(C(C)C)N1C2=CC=C(C=C2C=2CCCCC12)[N+](=O)[O-] (9-isobutyl-6-nitro-2,3,4,9-tetrahydro-1H-carbazole). Yield: 93.7%. As a reaction SMILES: [N+:1]([C:4]1[CH:5]=[C:6]2[C:14](=[CH:15][CH:16]=1)[NH:13][C:12]1[CH2:11][CH2:10][CH2:9][CH2:8][C:7]2=1)([O-:3])=[O:2].C(=O)([O-])[O-].[K+].[K+].Br[CH2:24][CH:25]([CH3:27])[CH3:26].O>CN(C=O)C>[CH2:24]([N:13]1[C:12]2[CH2:11][CH2:10][CH2:9][CH2:8][C:7]=2[C:6]2[C:14]1=[CH:15][CH:16]=[C:4]([N+:1]([O-:3])=[O:2])[CH:5]=2)[CH:25]([CH3:27])[CH3:26] |f:1.2.3|. Procedure: To a solution of 6-nitro-2,3,4,9-tetrahydro-1H-carbazole (250 mg, 1.16 mmol) and potassium carbonate (479 mg, 3.47 mmol) in DMF (8 mL) was added 1-bromo-2-methylpropane (0.314 mL, 2.89 mmol), and the mixture was stirred at 70° C. for 14 hr. The reaction mixture was cooled, and to the reaction solution was added water, and the mixture was extracted with ethyl acetate. The organic layer was washed with water and saturated brine, and dried, and the solvent was evaporated under reduced pressure. The... The reactants are CC(C)(C)CN1C(=O)C2CC(c3ccc([N+](=O)[O-])cc3)(C2)C1=O, CCOCC, CCOC(C)=O. The product is CC(C)(C)CN1C(=O)C2CC(c3ccc(N)cc3)(C2)C1=O. As a reaction SMILES: [CH2:1]([C:2]([CH3:3])([CH3:4])[CH3:5])[N:6]1[C:7](=[O:23])[C:8]2([c:14]3[cH:15][cH:16][c:17]([N+:20]([O-:21])=[O:22])[cH:18][cH:19]3)[CH2:9][CH:10]([C:11]1=[O:12])[CH2:13]2.[CH3:24][CH2:25][O:26][CH2:27][CH3:28].[CH3:29][CH2:30][O:31][C:32](=[O:33])[CH3:34]>>[CH2:1]([C:2]([CH3:3])([CH3:4])[CH3:5])[N:6]1[C:7](=[O:23])[C:8]2([c:14]3[cH:15][cH:16][c:17]([NH2:20])[cH:18][cH:19]3)[CH2:9][CH:10]([C:11]1=[O:12])[CH2:13]2. Starting materials: C(\C=C\C(=O)Cl)(=O)Cl (fumaryl dichloride). Run in CCOCC (Et2O). Reaction conditions: temperature -50 celsius. The product is [C@@H]1([C@@H](CC=CC1)C(=O)Cl)C(=O)Cl (trans-4-Cyclohexene-1,2-dicarbonyl Dichloride). Reaction SMILES: [C:1]([Cl:8])(=[O:7])/[CH:2]=[CH:3]/[C:4]([Cl:6])=[O:5]>CCOCC>[C@@H:2]1([C:1]([Cl:8])=[O:7])[CH2:4][CH:3]=[CH:2][CH2:1][C@H:3]1[C:4]([Cl:6])=[O:5]. Procedure: Freshly distilled fumaryl dichloride (3.7 g; 24 mmol) is dissolved in 10 ml of dry Et2O in an oven dried 20-neck 50 ml round bottom flask, fitted with a gas inlet and dry ice Dewar condenser. The stirred solution is cooled to approximately -50° C. (dry ice/CH3CN). Butadiene (ca. 3 ml) is condensed into the flask and the cooling bath removed. Within 25-30 min the exothermic reaction ceases. After an additional 10 min the excess butadiene and solvent are removed in vacuo to furnish 4.7 g (approx 9... Reactants: C[N+](C)(C)C, CCCC[N+](CCCC)(CCCC)CCCC, COc1ccc(C(C)C(=O)c2ccc3c(c2)N(C)C(=O)CO3)c(Cl)c1, [F-], [F-], C[Si](C)(C)C(F)(F)F, C1CCOC1. Product: COc1ccc(C(C)C(O)(c2ccc3c(c2)N(C)C(=O)CO3)C(F)(F)F)c(Cl)c1. As a reaction SMILES: [CH3:35][N+:36]([CH3:37])([CH3:38])[CH3:39].[CH3:41][CH2:42][CH2:43][CH2:44][N+:45]([CH2:46][CH2:47][CH2:48][CH3:49])([CH2:50][CH2:51][CH2:52][CH3:53])[CH2:54][CH2:55][CH2:56][CH3:57].[Cl:1][c:2]1[c:3]([CH:10]([C:11](=[O:12])[c:13]2[cH:14][cH:15][c:16]3[c:17]([cH:24]2)[N:18]([CH3:23])[C:19](=[O:22])[CH2:20][O:21]3)[CH3:25])[cH:4][cH:5][c:6]([O:8][CH3:9])[cH:7]1.[F-:34].[F-:40].[F:26][C:27]([F:28])([F:29])[Si:30]([CH3:31])([CH3:32])[CH3:33].[O:58]1[CH2:59][CH2:60][CH2:61][CH2:62]1>>[Cl:1][c:2]1[c:3]([CH:10]([C:11]([OH:12])([c:13]2[cH:14][cH:15][c:16]3[c:17]([cH:24]2)[N:18]([CH3:23])[C:19](=[O:22])[CH2:20][O:21]3)[C:27]([F:26])([F:28])[F:29])[CH3:25])[cH:4][cH:5][c:6]([O:8][CH3:9])[cH:7]1.